This data is from the Open Reaction Database (ORD), a public repository of structured organic reaction records. The task is: describe an organic reaction: reactants, conditions, products, and yield Reactants: I(=O)(=O)(=O)O (periodic acid), C(=O)C=1OC2=C(C1)C(=CC(=C2)C(=O)OCC)OC2=CC=C(C=C2)S(=O)(=O)C (Ethyl 2-formyl-4-(4-(methylsulfonyl)phenoxy)-benzofuran-6-carboxylate). The reagents and catalysts are C=1C=CC(=CC1)N=NC=2C=CC(=NC2N)N.Cl.[Cr](=O)(=O)([O-])F (pyridium fluorochromate). Run in CC#N (CH3CN), C(C)(=O)OCC (ethyl acetate), C(C)#N (acetonitrile). Conditions: time 15 minute. The product is C(C)OC(=O)C1=CC2=C(C=C(O2)C(=O)O)C(=C1)OC1=CC=C(C=C1)S(=O)(=O)C (6-(Ethoxycarbonyl)-4-(4-(methylsulfonyl)-phenoxy)-benzofuran-2-carboxylic acid). The yield is 94.7%. Reaction SMILES: I(O)(=O)(=O)=[O:2].[CH:6]([C:8]1[O:9][C:10]2[CH:16]=[C:15]([C:17]([O:19][CH2:20][CH3:21])=[O:18])[CH:14]=[C:13]([O:22][C:23]3[CH:28]=[CH:27][C:26]([S:29]([CH3:32])(=[O:31])=[O:30])=[CH:25][CH:24]=3)[C:11]=2[CH:12]=1)=[O:7]>CC#N.C(OCC)(=O)C.C1C=CC(N=NC2C=CC(N)=NC=2N)=CC=1.Cl.[Cr](F)([O-])(=O)=O>[CH2:20]([O:19][C:17]([C:15]1[CH:14]=[C:13]([O:22][C:23]2[CH:28]=[CH:27][C:26]([S:29]([CH3:32])(=[O:31])=[O:30])=[CH:25][CH:24]=2)[C:11]2[CH:12]=[C:8]([C:6]([OH:2])=[O:7])[O:9][C:10]=2[CH:16]=1)=[O:18])[CH3:21] |f:4.5.6|. Procedure: To 10 mL of acetonitrile was added periodic acid (232 mg, 1.02 mmol), and the solution was stirred vigorously at room temperature for 15 min. Ethyl 2-formyl-4-(4-(methylsulfonyl)phenoxy)-benzofuran-6-carboxylate (360 mg, 0.927 mmol) was then added at 0° C. followed by the addition of pyridium fluorochromate (3.69 mg, 0.0185 mmol) in CH3CN (1 mL). The reaction was stirred at 0° C. for 1 hour. The reaction was diluted with ethyl acetate and washed with brine. The organic layer was dried and concen... The reactants are FC1=CC=C2N=CC(N(C2=C1)CCN1CC(C(CC1)O)CNC(OC(C)(C)C)=O)=O (racemic 1,1-dimethylethyl ({1-[2-(7-fluoro-2-oxo-1(2H)-quinoxalinyl)ethyl]-4-hydroxy-3-piperidinyl}methyl)carbamate), CC(=O)OI1(C=2C=CC=CC2C(=O)O1)(OC(=O)C)OC(=O)C (Dess-Martin periodinane), S(=O)([O-])[O-].[Na+].[Na+] (sodium sulphite), C([O-])(O)=O.[Na+] (sodium bicarbonate). The solvent is ClCCl (dichloromethane). Conditions: time 1 hour. Yields the product FC1=CC=C2N=CC(N(C2=C1)CCN1CC(C(CC1)=O)CNC(OC(C)(C)C)=O)=O (Racemic 1,1-dimethylethyl ({1-[2-(7-fluoro-2-oxo-1(2H)-quinoxalinyl)ethyl]-4-oxo-3-piperidinyl}methyl)carbamate). The yield is 67.8%. As a reaction SMILES: [F:1][C:2]1[CH:11]=[C:10]2[C:5]([N:6]=[CH:7][C:8](=[O:30])[N:9]2[CH2:12][CH2:13][N:14]2[CH2:19][CH2:18][CH:17]([OH:20])[CH:16]([CH2:21][NH:22][C:23](=[O:29])[O:24][C:25]([CH3:28])([CH3:27])[CH3:26])[CH2:15]2)=[CH:4][CH:3]=1.CC(OI1(OC(C)=O)(OC(C)=O)OC(=O)C2C=CC=CC1=2)=O.S([O-])([O-])=O.[Na+].[Na+].C(=O)(O)[O-].[Na+]>ClCCl>[F:1][C:2]1[CH:11]=[C:10]2[C:5]([N:6]=[CH:7][C:8](=[O:30])[N:9]2[CH2:12][CH2:13][N:14]2[CH2:19][CH2:18][C:17](=[O:20])[CH:16]([CH2:21][NH:22][C:23](=[O:29])[O:24][C:25]([CH3:26])([CH3:27])[CH3:28])[CH2:15]2)=[CH:4][CH:3]=1 |f:2.3.4,5.6|. Procedure: To a solution of racemic 1,1-dimethylethyl ({1-[2-(7-fluoro-2-oxo-1(2H)-quinoxalinyl)ethyl]-4-hydroxy-3-piperidinyl}methyl)carbamate (2.0 g, 4.76 mmol) in dry dichloromethane (120 mL) was added Dess-Martin periodinane (1,1,1-tris(acetyloxy)-1,1-dihydro-1,2-benziodoxol-3-(1H)-one, 3.03 g, 7.12 mmol) in portions over 5 min. The mixture was stirred for 1 h, then 10% aqueous sodium sulphite (70 mL) and aqueous sodium bicarbonate (60 mL) were added and stirring continued for 0.5 h. The phases were se...